From a dataset of the Open Reaction Database (ORD), a public repository of structured organic reaction records. describe an organic reaction: reactants, conditions, products, and yield Procedure details: A solution of 2-(3-piperidin-1-yl-propoxy)-benzaldehyde (266 mg), 4-chloroaniline (146 mg), and acetic acid (0.07 mL) in DCM (5 mL) was treated with sodium triacetoxyborohydride (400 mg). After 16 h, the resulting mixture was treated with 10% sodium hydroxide (6 mL) and extracted with DCM (3×10 mL). The combined organic phases were dried (sodium sulfate) and evaporated. Chromatography of the residue (1-5% 2 M methanolic ammonia/DCM) gave the title compound as a colorless oil (246 mg). 1H NMR (40... Yields the product N.C(Cl)Cl (ammonia DCM), ClC1=CC=C(C=C1)NCC1=C(C=CC=C1)OCCCN1CCCCC1 ((4-Chloro-phenyl)-[2-(3-piperidin-1-yl-propoxy)-benzyl]-amine). The solvent is C(C)(=O)O (acetic acid). Conditions: time 16 hour. As a reaction SMILES: [N:1]1([CH2:7][CH2:8][CH2:9][O:10][C:11]2[CH:18]=[CH:17][CH:16]=[CH:15][C:12]=2[CH:13]=O)[CH2:6][CH2:5][CH2:4][CH2:3][CH2:2]1.[Cl:19][C:20]1[CH:26]=[CH:25][C:23]([NH2:24])=[CH:22][CH:21]=1.C(O[BH-](OC(=O)C)OC(=O)C)(=O)C.[Na+].[OH-].[Na+].[CH2:43]([Cl:45])[Cl:44]>C(O)(=O)C>[NH3:1].[CH2:43]([Cl:45])[Cl:44].[Cl:19][C:20]1[CH:26]=[CH:25][C:23]([NH:24][CH2:13][C:12]2[CH:15]=[CH:16][CH:17]=[CH:18][C:11]=2[O:10][CH2:9][CH2:8][CH2:7][N:1]2[CH2:6][CH2:5][CH2:4][CH2:3][CH2:2]2)=[CH:22][CH:21]=1 |f:2.3,4.5,8.9|. Isolated yield 1.0%. Starting materials: [OH-].[Na+] (sodium hydroxide), N1(CCCCC1)CCCOC1=C(C=O)C=CC=C1 (2-(3-piperidin-1-yl-propoxy)-benzaldehyde), ClC1=CC=C(N)C=C1 (4-chloroaniline), C(C)(=O)O[BH-](OC(C)=O)OC(C)=O.[Na+] (sodium triacetoxyborohydride), C(Cl)Cl (DCM). Reactants: C(C(C)(C)C)(=O)OCN1C=C(C2=NC(=CN=C21)Br)C(NC(CO[Si](C)(C)C(C)(C)C)(C)C)=O ((2-bromo-7-(1-(tert-butyldimethylsilyloxy)-2-methylpropan-2-ylcarbamoyl)-5H-pyrrolo[3,2-b]pyrazin-5-yl)methyl pivalate), CN1N=C(C2=CC=C(C=C12)C#N)[Sn](CCCC)(CCCC)CCCC (1-methyl-3-(tributylstannyl)-1H-indazole-6-carbonitrile), CN1N=C(C2=CC=C(C=C12)C#N)[Sn](CCCC)(CCCC)CCCC (1-methyl-3-(tributylstannyl)-1H-indazole-6-carbonitrile). The reagents and catalysts are C=1C=CC(=CC1)[P](C=2C=CC=CC2)(C=3C=CC=CC3)[Pd]([P](C=4C=CC=CC4)(C=5C=CC=CC5)C=6C=CC=CC6)([P](C=7C=CC=CC7)(C=8C=CC=CC8)C=9C=CC=CC9)[P](C=1C=CC=CC1)(C=1C=CC=CC1)C=1C=CC=CC1 (Pd (PPh3)4), [Cu]I (CuI). The solvent is CN(C)C=O (DMF). Conditions: temperature 80 celsius, time 16 hour. Product: C(C(C)(C)C)(=O)OCN1C=C(C=2C1=NC=C(N2)C2=NN(C1=CC(=CC=C21)C#N)C)C(NC(CO)(C)C)=O ((2-(6-cyano-1-methyl-1H-indazol-3-yl)-7-(1-hydroxy-2-methylpropan-2-ylcarbamoyl)-5H-pyrrolo[2,3-b]pyrazin-5-yl)methyl pivalate). Isolated yield 16.0%. As a reaction SMILES: [C:1]([O:7][CH2:8][N:9]1[C:17]2[C:12](=[N:13][C:14](Br)=[CH:15][N:16]=2)[C:11]([C:19](=[O:33])[NH:20][C:21]([CH3:32])([CH3:31])[CH2:22][O:23][Si](C(C)(C)C)(C)C)=[CH:10]1)(=[O:6])[C:2]([CH3:5])([CH3:4])[CH3:3].[CH3:34][N:35]1[C:43]2[C:38](=[CH:39][CH:40]=[C:41]([C:44]#[N:45])[CH:42]=2)[C:37]([Sn](CCCC)(CCCC)CCCC)=[N:36]1>CN(C=O)C.C1C=CC([P]([Pd]([P](C2C=CC=CC=2)(C2C=CC=CC=2)C2C=CC=CC=2)([P](C2C=CC=CC=2)(C2C=CC=CC=2)C2C=CC=CC=2)[P](C2C=CC=CC=2)(C2C=CC=CC=2)C2C=CC=CC=2)(C2C=CC=CC=2)C2C=CC=CC=2)=CC=1.[Cu]I>[C:1]([O:7][CH2:8][N:9]1[C:17]2=[N:16][CH:15]=[C:14]([C:37]3[C:38]4[C:43](=[CH:42][C:41]([C:44]#[N:45])=[CH:40][CH:39]=4)[N:35]([CH3:34])[N:36]=3)[N:13]=[C:12]2[C:11]([C:19](=[O:33])[NH:20][C:21]([CH3:31])([CH3:32])[CH2:22][OH:23])=[CH:10]1)(=[O:6])[C:2]([CH3:3])([CH3:5])[CH3:4] |^1:67,69,88,107|. Procedure details: In a round-bottomed flask, (2-bromo-7-(1-(tert-butyldimethylsilyloxy)-2-methylpropan-2-ylcarbamoyl)-5H-pyrrolo[3,2-b]pyrazin-5-yl)methyl pivalate (305 mg, 0.565 mmol) and a crude mixture of 1-methyl-3-(tributylstannyl)-1H-indazole-6-carbonitrile and 1-methyl-3-(tributylstannyl)-1H-indazole-6-carbonitrile were dissolved in DMF (5 mL) under nitrogen. Pd (PPh3)4 (32 mg, 0.028 mmol) and CuI (21 mg, 0.113 mmol) were added and mixture was sonicated for 5 minutes while bubbling nitrogen. The reaction m... The reactants are BrCCCCN1C2=NC(=NC(=C2N=C1OC)N)OCCCC (9-(4-Bromobutyl)-2-butoxy-8-methoxy-9H-purine-6-amine), BrCC=1C=C(C=CC1)CC(=O)OC (methyl [3-(bromomethyl)phenyl]acetate), NCCCN1C(CCC1)=O (1-(3-aminopropyl)pyrrolidin-2-on), C([O-])([O-])=O.[K+].[K+] (potassium carbonate). Yields the product NC1=C2NC(N(C2=NC(=N1)OCCCC)CCCCN(CCCN1C(CCC1)=O)CC=1C=C(C=CC1)CC(=O)OC)=O (Methyl [3-({[4-(6-amino-2-butoxy-8-oxo-7,8-dihydro-9H-purin-9-yl)butyl][3-(2-oxopyrrolidin-1-yl)propyl]amino}methyl)phenyl]acetate). RXN SMILES: Br[CH2:2][CH2:3][CH2:4][CH2:5][N:6]1[C:14]([O:15]C)=[N:13][C:12]2[C:7]1=[N:8][C:9]([O:18][CH2:19][CH2:20][CH2:21][CH3:22])=[N:10][C:11]=2[NH2:17].[NH2:23][CH2:24][CH2:25][CH2:26][N:27]1[CH2:31][CH2:30][CH2:29][C:28]1=[O:32].C(=O)([O-])[O-].[K+].[K+].Br[CH2:40][C:41]1[CH:42]=[C:43]([CH2:47][C:48]([O:50][CH3:51])=[O:49])[CH:44]=[CH:45][CH:46]=1>>[NH2:17][C:11]1[N:10]=[C:9]([O:18][CH2:19][CH2:20][CH2:21][CH3:22])[N:8]=[C:7]2[C:12]=1[NH:13][C:14](=[O:15])[N:6]2[CH2:5][CH2:4][CH2:3][CH2:2][N:23]([CH2:40][C:41]1[CH:42]=[C:43]([CH2:47][C:48]([O:50][CH3:51])=[O:49])[CH:44]=[CH:45][CH:46]=1)[CH2:24][CH2:25][CH2:26][N:27]1[CH2:31][CH2:30][CH2:29][C:28]1=[O:32] |f:2.3.4|. Procedure: Using the compound obtained in Example 2-13 step (i) (400 mg), 1-(3-aminopropyl)pyrrolidin-2-on (1 ml), potassium carbonate (175 mg) and methyl [3-(bromomethyl)phenyl]acetate (175 mg), the same manner to Example 2-29 was conducted to give the titled compound as a white solid. Yield: 200 mg (48%); mp 115-116° C., MS APCI+ve 582 (M+H).